This data is from the Open Reaction Database (ORD), a public repository of structured organic reaction records. The task is: describe an organic reaction: reactants, conditions, products, and yield The reactants are N1=C(C=CC=C1)C=O (pyridine-2-carboxaldehyde), O (water), Cl.NO (hydroxylamine hydrochloride), [OH-].[Na+] (sodium hydroxide), O (water). The solvent is C(C)O (ethanol). Product: N1=C(C=CC=C1)C=NO (Pyridine-2-carboxaldehyde oxime). As a reaction SMILES: [N:1]1[CH:6]=[CH:5][CH:4]=[CH:3][C:2]=1[CH:7]=O.[OH2:9].Cl.[NH2:11]O.[OH-].[Na+]>C(O)C>[N:1]1[CH:6]=[CH:5][CH:4]=[CH:3][C:2]=1[CH:7]=[N:11][OH:9] |f:2.3,4.5|. Reported procedure: To a solution of pyridine-2-carboxaldehyde (5.5 mL; 57.8 mmol) in ethanol (100 mL) at 0° C., was added water (22 mL) and hydroxylamine hydrochloride (5.32 g; 76.6 mmol). Aqueous sodium hydroxide (1N; 50 mL) was added dropwise and the reaction mixture warmed to room temperature overnight. The reaction mixture was poured into water (250 mL) and extracted with ethyl acetate (3×150 mL). The combined organic layers were washed with water (100 mL), dried (MgSO4), filtered and evaporated to yield oxime... Yields the product COc1cc(C#Cc2ccc(C=CC(=O)O)cc2)cc2c1C(N(C)C1CC1)CCC2(C)C. The reactants are COC(=O)C=Cc1ccc(C#Cc2cc(OC)c3c(c2)C(C)(C)CCC3N(C)C2CC2)cc1, CO, Cl, [K+], C1CCOC1, [OH-]. RXN SMILES: [CH3:1][O:2][C:3]([CH:4]=[CH:5][c:6]1[cH:7][cH:8][c:9]([C:12]#[C:13][c:14]2[cH:15][c:16]3[c:21]([c:22]([O:24][CH3:25])[cH:23]2)[CH:20]([N:26]([CH3:27])[CH:28]2[CH2:29][CH2:30]2)[CH2:19][CH2:18][C:17]3([CH3:31])[CH3:32])[cH:10][cH:11]1)=[O:33].[CH3:37][OH:38].[ClH:36].[K+:35].[O:39]1[CH2:40][CH2:41][CH2:42][CH2:43]1.[OH-:34]>>[O:2]=[C:3]([CH:4]=[CH:5][c:6]1[cH:7][cH:8][c:9]([C:12]#[C:13][c:14]2[cH:15][c:16]3[c:21]([c:22]([O:24][CH3:25])[cH:23]2)[CH:20]([N:26]([CH3:27])[CH:28]2[CH2:29][CH2:30]2)[CH2:19][CH2:18][C:17]3([CH3:31])[CH3:32])[cH:10][cH:11]1)[OH:33]. The reactants are C(C1=CC=CC=C1)OC=1C=C(C(=NO)N)C=C(C1OCC1=CC=CC=C1)[N+](=O)[O-] (3,4-bis-benzyloxy-N′-hydroxy-5-nitro-benzamidine), 1,1-carbonyldiimidazole, C(C)(=O)O (acetic acid). The solvent is CN(C=O)C (dimethylformamide), [Cl-].[Na+].O (Brine). Conditions: time 3 hour. Product: C(C1=CC=CC=C1)OC=1C=C(C=C(C1OCC1=CC=CC=C1)[N+](=O)[O-])C1=NOC(=N1)C (3-(3,4-bis-benzyloxy-5-nitrophenyl)-5-methyl-[1,2,4]oxadiazole), solid. Isolated yield 51.0%. Reaction SMILES: [CH2:1]([O:8][C:9]1[CH:10]=[C:11]([CH:16]=[C:17]([N+:27]([O-:29])=[O:28])[C:18]=1[O:19][CH2:20][C:21]1[CH:26]=[CH:25][CH:24]=[CH:23][CH:22]=1)[C:12]([NH2:15])=[N:13][OH:14])[C:2]1[CH:7]=[CH:6][CH:5]=[CH:4][CH:3]=1.[C:30](O)(=O)[CH3:31]>CN(C)C=O.[Cl-].[Na+].O>[CH2:1]([O:8][C:9]1[CH:10]=[C:11]([C:12]2[N:15]=[C:30]([CH3:31])[O:14][N:13]=2)[CH:16]=[C:17]([N+:27]([O-:29])=[O:28])[C:18]=1[O:19][CH2:20][C:21]1[CH:26]=[CH:25][CH:24]=[CH:23][CH:22]=1)[C:2]1[CH:7]=[CH:6][CH:5]=[CH:4][CH:3]=1 |f:3.4.5|. Reported procedure: To a stirred solution of 3,4-bis-benzyloxy-N′-hydroxy-5-nitro-benzamidine (1.0 g, 2.54 mmol) in dimethylformamide (5 mL) at room temperature was added 1,1-carbonyldiimidazole (0.494 g, 3.048 mmol) in one portion and the mixture was stirred at room temperature for ninety minutes. Thereupon, acetic acid (0.184 g, 3.067 mmol) was added dropwise and the mixture was allowed to stir for two hours at room temperature, then at 155° C. for three hours. The mixture was allowed to cool to room temperature,... Starting materials: COc1ccc(CN2OCC3CC(O)CC32c2ccc(F)c(Br)c2)c(OC)c1, CC[SiH](CC)CC, O=C(O)C(F)(F)F. Yields the product OC1CC2CONC2(c2ccc(F)c(Br)c2)C1. Reaction SMILES: [Br:1][c:2]1[cH:3][c:4]([C:9]23[N:10]([CH2:18][c:19]4[cH:20][cH:21][c:22]([O:23][CH3:24])[cH:25][c:26]4[O:27][CH3:28])[O:11][CH2:12][CH:13]2[CH2:14][CH:15]([OH:17])[CH2:16]3)[cH:5][cH:6][c:7]1[F:8].[CH2:29]([SiH:30]([CH2:31][CH3:32])[CH2:33][CH3:34])[CH3:35].[F:36][C:37]([F:38])([F:39])[C:40]([OH:41])=[O:42]>>[Br:1][c:2]1[cH:3][c:4]([C:9]23[NH:10][O:11][CH2:12][CH:13]2[CH2:14][CH:15]([OH:17])[CH2:16]3)[cH:5][cH:6][c:7]1[F:8].